Dataset: the Open Reaction Database (ORD), a public repository of structured organic reaction records. Task: describe an organic reaction: reactants, conditions, products, and yield Procedure: A solution of the azaacridine hydrate 20 (100 mg, 0.33 mmol) and NCS (49 mg, 0.37 mmol) in isopropanol (5 mL) was refluxed for 15 minutes under nitrogen. The reaction was diluted with ethyl acetate (20 mL), washed with 1N HCl (3×10 mL) and saturated NaCl (5 mL), dried (MgSO4) and evaporated at reduced pressure giving a yellow powder. Trituration from dichloromethane and gave the 3-chloroazaacridine 21 as a creamy white crystalline powder, 102 mg (92%). Reaction SMILES: O.[N:2]1[C:15]2[C:6](=[N:7][C:8]3[C:13]([CH:14]=2)=[CH:12][CH:11]=[CH:10][CH:9]=3)[CH:5]=[CH:4][CH:3]=1.C1C(=O)N([Cl:23])C(=O)C1.ClCCl>C(O)(C)C.C(OCC)(=O)C>[Cl:23][C:4]1[CH:3]=[N:2][C:15]2[C:6]([CH:5]=1)=[N:7][C:8]1[C:13](=[CH:12][CH:11]=[CH:10][CH:9]=1)[CH:14]=2 |f:0.1|. Reactants: ClCCl (dichloromethane), O.N1=CC=CC2=NC3=CC=CC=C3C=C12 (azaacridine hydrate), C1CC(=O)N(C1=O)Cl (NCS). Product: ClC=1C=NC2=CC3=CC=CC=C3N=C2C1 (3-chloroazaacridine). The solvent is C(C)(=O)OCC (ethyl acetate), C(C)(C)O (isopropanol). Starting materials: CC(C)S(=O)(=O)c1ccc(NC(=O)N(C)C)cc1C#N, C1CCOC1. The product is CC(C)S(=O)(=O)c1ccc(NC(=O)N(C)C)cc1CN. Reaction SMILES: [C:1](#[N:2])[c:3]1[cH:4][c:5]([NH:15][C:16]([N:17]([CH3:18])[CH3:19])=[O:20])[cH:6][cH:7][c:8]1[S:9](=[O:10])(=[O:11])[CH:12]([CH3:13])[CH3:14].[CH2:21]1[O:22][CH2:23][CH2:24][CH2:25]1>>[CH2:1]([NH2:2])[c:3]1[cH:4][c:5]([NH:15][C:16]([N:17]([CH3:18])[CH3:19])=[O:20])[cH:6][cH:7][c:8]1[S:9](=[O:10])(=[O:11])[CH:12]([CH3:13])[CH3:14]. Yields the product Cl.NC1=NC2(NC3=CC=CC(=C13)F)CCN(CC2)C(=O)N2C=NC=C2 (4'-Amino-5'-fluoro-1-(1 H-imidazol-1-ylcarbonyl)spiro[piperidine-4,2'(1'H) -quinazoline]hydrochloride). Procedure: 1-(1H-Imidazol-1-ylcarbonyl)-4-piperidone ethylene ketal (Example EE, 156 mg., 0.66 mmol) was added to 2-amino-6-fluorobenzamidine dihydrochloride (150 mg, 0.66 is mmol) in ethanol (10 ml) together with an excess of HCl (1M in ether). This mixture was heated to 55° C. overnight, concentrated in vacuo and purified by flash column chromatography eluting with dichloromethane, increasing the gradient to dichloromethane/methanol (10:1), to give a solid which triturated from ethanol/ether to give yell... The reactants are C1COC2(CCN(CC2)C(=O)N2C=NC=C2)O1 (1-(1H-Imidazol-1-ylcarbonyl)-4-piperidone ethylene ketal), Cl.Cl.NC1=C(C(=N)N)C(=CC=C1)F (2-amino-6-fluorobenzamidine dihydrochloride), Cl (HCl). Reaction SMILES: C1O[C:4]2([CH2:9][CH2:8][N:7]([C:10]([N:12]3[CH:16]=[CH:15][N:14]=[CH:13]3)=[O:11])[CH2:6][CH2:5]2)OC1.[ClH:18].Cl.[NH2:20][C:21]1[CH:29]=[CH:28][CH:27]=[C:26]([F:30])[C:22]=1[C:23]([NH2:25])=[NH:24].Cl>C(O)C>[ClH:18].[NH2:25][C:23]1[C:22]2[C:21](=[CH:29][CH:28]=[CH:27][C:26]=2[F:30])[NH:20][C:4]2([CH2:5][CH2:6][N:7]([C:10]([N:12]3[CH:16]=[CH:15][N:14]=[CH:13]3)=[O:11])[CH2:8][CH2:9]2)[N:24]=1 |f:1.2.3,6.7|. The solvent is C(C)O (ethanol). Run at temperature 55 celsius. Reactants: Cc1ccsc1C(=O)Cl, Cc1ccsc1C(=O)N=C=S, COc1cc2nccc(Oc3ccc(N)c(F)c3)c2cc1OC, CCO, Cc1ccsc1C(=O)O, Cc1ccccc1, O=S(Cl)Cl. Product: COc1cc2nccc(Oc3ccc(NC(=S)NC(=O)c4sccc4C)c(F)c3)c2cc1OC. Reaction SMILES: [CH3:14][c:15]1[cH:16][cH:17][s:18][c:19]1[C:20]([Cl:21])=[O:22].[CH3:23][c:24]1[c:25]([C:29](=[O:30])[N:31]=[C:32]=[S:33])[s:26][cH:27][cH:28]1.[CH3:34][O:35][c:36]1[cH:37][c:38]2[c:39]([O:48][c:49]3[cH:50][c:51]([F:56])[c:52]([NH2:53])[cH:54][cH:55]3)[cH:40][cH:41][n:42][c:43]2[cH:44][c:45]1[O:46][CH3:47].[CH3:57][CH2:58][OH:59].[CH3:5][c:6]1[cH:7][cH:8][s:9][c:10]1[C:11]([OH:12])=[O:13].[CH3:60][c:61]1[cH:62][cH:63][cH:64][cH:65][cH:66]1.[S:1]([Cl:2])([Cl:3])=[O:4]>>[CH3:23][c:24]1[c:25]([C:29](=[O:30])[NH:31][C:32](=[S:33])[NH:53][c:52]2[c:51]([F:56])[cH:50][c:49]([O:48][c:39]3[c:38]4[cH:37][c:36]([O:35][CH3:34])[c:45]([O:46][CH3:47])[cH:44][c:43]4[n:42][cH:41][cH:40]3)[cH:55][cH:54]2)[s:26][cH:27][cH:28]1. Reactants: C1(=CC=C(C=C1)S(=O)(=O)Cl)C (4-Toluenesulfonyl chloride), FC1=CC=C2CCNC2=C1 (6-fluoro-2,3-dihydro-1H-indole), [NH4+].[Cl-] (NH4Cl). The solvent is C1CCOC1 (THF), N1=CC=CC=C1 (pyridine). Reaction conditions: time 8 hour. Product: EtOAc hexanes, FC1=CC=C2CCN(C2=C1)S(=O)(=O)C1=CC=C(C)C=C1 (6-fluoro-1-tosylindoline). Isolated yield 61.2%. Reaction SMILES: [C:1]1([CH3:11])[CH:6]=[CH:5][C:4]([S:7](Cl)(=[O:9])=[O:8])=[CH:3][CH:2]=1.[F:12][C:13]1[CH:21]=[C:20]2[C:16]([CH2:17][CH2:18][NH:19]2)=[CH:15][CH:14]=1.[NH4+].[Cl-]>C1COCC1.N1C=CC=CC=1>[F:12][C:13]1[CH:21]=[C:20]2[C:16]([CH2:17][CH2:18][N:19]2[S:7]([C:4]2[CH:5]=[CH:6][C:1]([CH3:11])=[CH:2][CH:3]=2)(=[O:9])=[O:8])=[CH:15][CH:14]=1 |f:2.3|. Procedure details: 4-Toluenesulfonyl chloride (460 mg, 2.4 mmol) was slowly added to a solution of 6-fluoro-2,3-dihydro-1H-indole (220 mg, 1.6 mmol) in THF (6 mL) and pyridine (260 μL). The reaction mixture was stirred at room temperature overnight. Upon the completion of the reaction, the mixture was cooled to 0° C., neutralized with aq. sat. NH4Cl (10 mL) and extracted with EtOAc (3×10 mL). The combined extracts were sequentially washed with aq. sat. NH4Cl (3×10 mL), brine (10 mL) and dried (MgSO4). The crude pr... Starting materials: CC#N, [K+], [K+], N#CBr, CCCCc1nc(SC)c(C(=O)OCC)n1Cc1ccc(-c2ccccc2S(N)(=O)=O)cc1, O=C([O-])[O-]. Yields the product CCCCc1nc(SC)c(C(=O)OCC)n1Cc1ccc(-c2ccccc2S(=O)(=O)NC#N)cc1. As a reaction SMILES: [CH3:43][C:44]#[N:45].[K+:34].[K+:35].[N:40]#[C:41][Br:42].[NH2:1][S:2](=[O:3])(=[O:4])[c:5]1[c:6](-[c:11]2[cH:12][cH:13][c:14]([CH2:17][n:18]3[c:19]([CH2:30][CH2:31][CH2:32][CH3:33])[n:20][c:21]([S:28][CH3:29])[c:22]3[C:23](=[O:24])[O:25][CH2:26][CH3:27])[cH:15][cH:16]2)[cH:7][cH:8][cH:9][cH:10]1.[O-:36][C:37]([O-:38])=[O:39]>>[NH:1]([S:2](=[O:3])(=[O:4])[c:5]1[c:6](-[c:11]2[cH:12][cH:13][c:14]([CH2:17][n:18]3[c:19]([CH2:30][CH2:31][CH2:32][CH3:33])[n:20][c:21]([S:28][CH3:29])[c:22]3[C:23](=[O:24])[O:25][CH2:26][CH3:27])[cH:15][cH:16]2)[cH:7][cH:8][cH:9][cH:10]1)[C:41]#[N:40]. Starting materials: O=C(O)c1ccc(Br)cc1C(=O)c1ccccc1, CCN=C=NCCCN(C)C, CCC(O)CNCc1ccc(OC)cc1, CC#N, Cl, O, On1nnc2ccccc21. Reaction SMILES: [C:1]([c:2]1[cH:3][cH:4][cH:5][cH:6][cH:7]1)(=[O:8])[c:9]1[c:10]([C:11](=[O:12])[OH:13])[cH:14][cH:15][c:16]([Br:18])[cH:17]1.[CH2:46]([N:47]=[C:48]=[N:49][CH2:50][CH2:51][CH2:52][N:53]([CH3:54])[CH3:55])[CH3:56].[CH3:19][O:20][c:21]1[cH:22][cH:23][c:24]([CH2:25][NH:26][CH2:27][CH:28]([CH2:29][CH3:30])[OH:31])[cH:32][cH:33]1.[CH3:57][C:58]#[N:59].[ClH:45].[OH2:34].[OH:35][n:36]1[c:37]2[cH:38][cH:39][cH:40][cH:41][c:42]2[n:43][n:44]1>>[C:1]([c:2]1[cH:3][cH:4][cH:5][cH:6][cH:7]1)(=[O:8])[c:9]1[c:10]([C:11](=[O:13])[N:26]([CH2:25][c:24]2[cH:23][cH:22][c:21]([O:20][CH3:19])[cH:33][cH:32]2)[CH2:27][CH:28]([CH2:29][CH3:30])[OH:31])[cH:14][cH:15][c:16]([Br:18])[cH:17]1. The product is CCC(O)CN(Cc1ccc(OC)cc1)C(=O)c1ccc(Br)cc1C(=O)c1ccccc1. Starting materials: ClCCCl, CN(C)C=O, O=C(O)c1ccccc1, On1nnc2ccccc21, Nc1c[nH]nc1-c1nc2ccccc2[nH]1. The product is O=C(Nc1c[nH]nc1-c1nc2ccccc2[nH]1)c1ccccc1. As a reaction SMILES: [CH2:25]([Cl:26])[CH2:27][Cl:28].[O:39]=[CH:40][N:41]([CH3:42])[CH3:43].[OH:1][C:2](=[O:3])[c:4]1[cH:5][cH:6][cH:7][cH:8][cH:9]1.[OH:29][n:30]1[c:31]2[c:32]([cH:33][cH:34][cH:35][cH:36]2)[n:37][n:38]1.[nH:10]1[c:11](-[c:19]2[n:20][nH:21][cH:22][c:23]2[NH2:24])[n:12][c:13]2[c:14]1[cH:15][cH:16][cH:17][cH:18]2>>[C:2](=[O:3])([c:4]1[cH:5][cH:6][cH:7][cH:8][cH:9]1)[NH:24][c:23]1[c:19](-[c:11]2[n:10][c:14]3[c:13]([nH:12]2)[cH:18][cH:17][cH:16][cH:15]3)[n:20][nH:21][cH:22]1.